From a dataset of the Open Reaction Database (ORD), a public repository of structured organic reaction records. describe an organic reaction: reactants, conditions, products, and yield The reactants are Cl.COC1=C(C=CC=C1)N1CCNCC1 (1-(2-methoxyphenyl)piperazine hydrochloride), BrCCC(=O)OCC (ethyl 3-bromopropionate), C([O-])([O-])=O.[K+].[K+] (potassium carbonate), [I-].[K+] (potassium iodide). The solvent is C(C)#N (acetonitrile). Yields the product COC1=C(C=CC=C1)N1CCN(CC1)CCC(=O)OCC (Ethyl 3-[4-(2-methoxyphenyl)piperazino]propanoate). The yield is 71.4%. RXN SMILES: Cl.[CH3:2][O:3][C:4]1[CH:9]=[CH:8][CH:7]=[CH:6][C:5]=1[N:10]1[CH2:15][CH2:14][NH:13][CH2:12][CH2:11]1.Br[CH2:17][CH2:18][C:19]([O:21][CH2:22][CH3:23])=[O:20].C(=O)([O-])[O-].[K+].[K+].[I-].[K+]>C(#N)C>[CH3:2][O:3][C:4]1[CH:9]=[CH:8][CH:7]=[CH:6][C:5]=1[N:10]1[CH2:15][CH2:14][N:13]([CH2:17][CH2:18][C:19]([O:21][CH2:22][CH3:23])=[O:20])[CH2:12][CH2:11]1 |f:0.1,3.4.5,6.7|. Procedure: A mixture of 1-(2-methoxyphenyl)piperazine hydrochloride (9.10 g, 39.78 mmol), ethyl 3-bromopropionate (7.29 g, 5.14 mL, 40.29 mmol), potassium carbonate (20.00 g, 144.70 mmol) and a catalytic amount of potassium iodide in acetonitrile (80 mL) was heated at reflux for 18 hrs. After cooling at room temperature the solvent was evaporated under reduced pressure and the residue was taken up in dichloromethane. The organic phase was washed with water, dried over MgSO4 and evaporated to dryness. The r... Reactants: C(C)OC(=O)C1=CN(C2=C1CCC1=CN=C(N=C21)N)C (8-amino-1-methyl-4,5-dihydro-1H-1,7,9-triaza -cyclopenta[a]naphthalene-3-carboxylic acid ethyl ester), [OH-].[K+] (KOH). Run in CCO (EtOH). The product is NC1=NC=C2CCC3=C(C2=N1)N(C=C3C(=O)O)C (8-Amino-1-methyl-4,5-dihydro-1H-1,7,9-triaza-cyclopenta[a]naphthalene-3-carboxylic acid). The yield is 75.0%. As a reaction SMILES: C([O:3][C:4]([C:6]1[C:10]2[CH2:11][CH2:12][C:13]3[C:18]([C:9]=2[N:8]([CH3:20])[CH:7]=1)=[N:17][C:16]([NH2:19])=[N:15][CH:14]=3)=[O:5])C.[OH-].[K+]>CCO>[NH2:19][C:16]1[N:17]=[C:18]2[C:13]([CH2:12][CH2:11][C:10]3[C:6]([C:4]([OH:5])=[O:3])=[CH:7][N:8]([CH3:20])[C:9]=32)=[CH:14][N:15]=1 |f:1.2|. Procedure details: To a solution of 8-amino-1-methyl-4,5-dihydro-1H-1,7,9-triaza -cyclopenta[a]naphthalene-3-carboxylic acid ethyl ester M1 (0.51 mmol) in 95% EtOH (10 mL), KOH (1.54 mmol) was added. The mixture was heated to reflux for 10 h then cooled and evaporated to dryness. The residue was dissolved in 30 mL of water, acidified with glacial AcOH and the precipitate was filtered and washed with water. The product was dried affording the title compound (75% yield). ESI (+) MS: m/z 245 (MH+). 1H NMR: 2.65 (t, J...